The task is: describe an organic reaction: reactants, conditions, products, and yield. This data is from the Open Reaction Database (ORD), a public repository of structured organic reaction records. The reactants are ClC1=CC=C(S1)C(=O)O (5-chloro-2-thiophenecarboxylic acid), N,N'-carbonyldiimidazole, NC1=NC2=NC(=CC=C2C=C1)Cl (2-amino-7-chloro-1,8-naphthyridine). Solvent: O (water). Product: ClC1=CC=C2C=CC(=NC2=N1)NC(=O)C=1SC(=CC1)Cl (N-(7-Chloro-1,8-naphthyridin-2-yl)-5-chloro-2-thiophenecarboxamide). As a reaction SMILES: [Cl:1][C:2]1[S:6][C:5]([C:7]([OH:9])=O)=[CH:4][CH:3]=1.[NH2:10][C:11]1[CH:20]=[CH:19][C:18]2[C:13](=[N:14][C:15]([Cl:21])=[CH:16][CH:17]=2)[N:12]=1>O>[Cl:21][C:15]1[N:14]=[C:13]2[C:18]([CH:19]=[CH:20][C:11]([NH:10][C:7]([C:5]3[S:6][C:2]([Cl:1])=[CH:3][CH:4]=3)=[O:9])=[N:12]2)=[CH:17][CH:16]=1. Reported procedure: The procedure is similar to that described in Example 2, but starting with 5-chloro-2-thiophenecarboxylic acid (9.5 g), N,N'-carbonyldiimidazole (9.5 g) and 2-amino-7-chloro-1,8-naphthyridine (8 g). The product obtained by precipitation in water is purified by recrystallization in propanol (700 cc). N-(7-Chloro-1,8-naphthyridin-2-yl)-5-chloro-2-thiophenecarboxamide (8.3 g), m.p. 275° C., is thereby obtained. Yield: 57.5%. Starting materials: BrCCC(C)C1=CC(=CC(=C1)OC)OC (1-bromo-3-(3,5-dimethoxyphenyl)butane), C1(=CC=CC=C1)P(C1=CC=CC=C1)C1=CC=CC=C1 (triphenyl phosphine). The solvent is C=1(C(=CC=CC1)C)C (xylene). Product: [Br-].COC=1C=C(C=C(C1)OC)C(CC[P+](C1=CC=CC=C1)(C1=CC=CC=C1)C1=CC=CC=C1)C (3-(3,5-dimethoxypenyl)butyltriphenylphosphonium bromide). As a reaction SMILES: [Br:1][CH2:2][CH2:3][CH:4]([C:6]1[CH:11]=[C:10]([O:12][CH3:13])[CH:9]=[C:8]([O:14][CH3:15])[CH:7]=1)[CH3:5].[C:16]1([P:22]([C:29]2[CH:34]=[CH:33][CH:32]=[CH:31][CH:30]=2)[C:23]2[CH:28]=[CH:27][CH:26]=[CH:25][CH:24]=2)[CH:21]=[CH:20][CH:19]=[CH:18][CH:17]=1>C1(C)C(C)=CC=CC=1>[Br-:1].[CH3:15][O:14][C:8]1[CH:7]=[C:6]([CH:4]([CH3:5])[CH2:3][CH2:2][P+:22]([C:23]2[CH:24]=[CH:25][CH:26]=[CH:27][CH:28]=2)([C:29]2[CH:34]=[CH:33][CH:32]=[CH:31][CH:30]=2)[C:16]2[CH:17]=[CH:18][CH:19]=[CH:20][CH:21]=2)[CH:11]=[C:10]([O:12][CH3:13])[CH:9]=1 |f:3.4|. Reported procedure: The 3-(3,5-dimethoxypenyl)butyltriphenylphosphonium bromide is prepared by refluxing a mixture of 1-bromo-3-(3,5-dimethoxyphenyl)butane (21.5 g., 78.5 mmoles) and triphenyl phosphine (20.5 g., 78.5 mmoles) in xylene (60 ml.) for 18 hours. The reaction mixture is then cooled to room temperature and filtered. The filter cake is washed with ether and dried in a vacuum desicator to give 36.4 g. (86%) yield of product; m.p. 190°-200° C. Reactants: C(C)(=O)Cl (acetylchloride), C(C)(C)N(C(C)C)CC (N,N-diisoproylethylamine), C1(=CC=CC=C1)C1CN(CCN1)CC1=CC=C(C=C1)C1=C(C=CC=C1)Cl (3-phenyl-1-(2′-chloro-biphenyl-4-ylmethyl)-piperazine). The solvent is C(Cl)Cl (DCM), ClCCl (dichloromethane). Conditions: time 8 hour. Product: C1(=CC=CC=C1)C1N(CCN(C1)CC1=CC=C(C=C1)C1=C(C=CC=C1)Cl)C(C)=O (1-[2-Phenyl-4-(2′-chloro-biphenyl-4-ylmethyl)-piperazin-1-yl]-ethanone). As a reaction SMILES: [C:1]1([CH:7]2[NH:12][CH2:11][CH2:10][N:9]([CH2:13][C:14]3[CH:19]=[CH:18][C:17]([C:20]4[CH:25]=[CH:24][CH:23]=[CH:22][C:21]=4[Cl:26])=[CH:16][CH:15]=3)[CH2:8]2)[CH:6]=[CH:5][CH:4]=[CH:3][CH:2]=1.[C:27](Cl)(=[O:29])[CH3:28].C(N(CC)C(C)C)(C)C>ClCCl>[C:1]1([CH:7]2[CH2:8][N:9]([CH2:13][C:14]3[CH:19]=[CH:18][C:17]([C:20]4[CH:25]=[CH:24][CH:23]=[CH:22][C:21]=4[Cl:26])=[CH:16][CH:15]=3)[CH2:10][CH2:11][N:12]2[C:27](=[O:29])[CH3:28])[CH:2]=[CH:3][CH:4]=[CH:5][CH:6]=1. Reported procedure: This compound could be made the following manner: 100 mg of 3-phenyl-1-(2′-chloro-biphenyl-4-ylmethyl)-piperazine would be dissolved in dichloromethane, 1.1 equiv. of acetylchloride and 2 equiv. of N,N-diisoproylethylamine would be added. The reaction would be stirred at room temperature under nitrogen overnight. The reaction would be diluted with DCM, washed with 1M aqueous sodium hydroxide solution, then dried over sodium sulfate, filtered and concentrated in vacuo. The crude residue would be ... Reactants: ice water, BrC(C(=O)Cl)C (2-Bromopropionyl chloride), CN1C(=O)CCC2=CC=CC=C12 (N-Methyldihydrocarbostyril), [Al+3].[Cl-].[Cl-].[Cl-] (AlCl3). Solvent: C(Cl)(Cl)Cl (chloroform). Product: BrC(C(=O)C=1C=C2CCC(N(C2=CC1)C)=O)C (6-(2'-Bromopropionyl)-N-methyl-3,4-dihydrocarbostyril). As a reaction SMILES: [Br:1][CH:2]([CH3:6])[C:3](Cl)=[O:4].[CH3:7][N:8]1[C:18]2[C:13](=[CH:14][CH:15]=[CH:16][CH:17]=2)[CH2:12][CH2:11][C:9]1=[O:10].[Al+3].[Cl-].[Cl-].[Cl-]>C(Cl)(Cl)Cl>[Br:1][CH:2]([CH3:6])[C:3]([C:15]1[CH:14]=[C:13]2[C:18](=[CH:17][CH:16]=1)[N:8]([CH3:7])[C:9](=[O:10])[CH2:11][CH2:12]2)=[O:4] |f:2.3.4.5|. Procedure: 2-Bromopropionyl chloride (41.1 g) is added dropwise to a suspension of the N-methyl product obtained in Step 1. above (18.6 g) and AlCl3 (37.4 g) in chloroform (350 ml). The stirred reaction mixture is refluxed for 4 hours, cooled to RT and stirred with an ice/water mixture for 45 minutes. The reaction mixture is separated, extracted with methylene chloride and the combined extracts are washed with H2O, 5% aq. bicarbonate, H2O, dried, filtered and concentrated in vacuo, yielding a viscous oil, ... Reactants: ICC1CCOCC1 (4-iodomethyltetrahydropyran), C1=CC=C(C=C1)P(C2=CC=CC=C2)C3=CC=CC=C3 (PPh3), CCOCC (Et2O). The solvent is CC#N (MeCN). Reaction conditions: temperature 20 celsius. Product: [I-].C1(=CC=CC=C1)[P+](CC1CCOCC1)(C1=CC=CC=C1)C1=CC=CC=C1 (Triphenyl(tetrahydropyran-4-ylmethyl)phosphonium iodide). RXN SMILES: [I:1][CH2:2][CH:3]1[CH2:8][CH2:7][O:6][CH2:5][CH2:4]1.[CH:9]1[CH:14]=[CH:13][C:12]([P:15]([C:22]2[CH:27]=[CH:26][CH:25]=[CH:24][CH:23]=2)[C:16]2[CH:21]=[CH:20][CH:19]=[CH:18][CH:17]=2)=[CH:11][CH:10]=1.CCOCC>CC#N>[I-:1].[C:22]1([P+:15]([C:12]2[CH:11]=[CH:10][CH:9]=[CH:14][CH:13]=2)([C:16]2[CH:21]=[CH:20][CH:19]=[CH:18][CH:17]=2)[CH2:2][CH:3]2[CH2:8][CH2:7][O:6][CH2:5][CH2:4]2)[CH:23]=[CH:24][CH:25]=[CH:26][CH:27]=1 |f:4.5|. Procedure details: A stirred solution of 4-iodomethyltetrahydropyran (3.43 g, 15.2 mmol) and PPh3 (3.98 g, 15.2 mmol) in anhydrous MeCN (10 mL) was heated under reflux for 19 h. On cooling to 20° C., Et2O (50 mL) was added. The precipitate formed was collected, washed with Et2O (150 mL), and recrystallised (MeCN) to give the title compound: m/z (ES+)=361.2 [M]+.